This data is from the Open Reaction Database (ORD), a public repository of structured organic reaction records. The task is: describe an organic reaction: reactants, conditions, products, and yield The reactants are CC(=O)OCC(=O)Cl, COc1cccc2sc(N)nc12, c1ccncc1. The product is COc1cccc2sc(NC(=O)COC(C)=O)nc12. As a reaction SMILES: [C:13]([CH3:14])(=[O:15])[O:16][CH2:17][C:18](=[O:19])[Cl:20].[NH2:1][c:2]1[s:3][c:4]2[c:5]([n:6]1)[c:7]([O:11][CH3:12])[cH:8][cH:9][cH:10]2.[cH:21]1[cH:22][cH:23][n:24][cH:25][cH:26]1>>[NH:1]([c:2]1[s:3][c:4]2[c:5]([n:6]1)[c:7]([O:11][CH3:12])[cH:8][cH:9][cH:10]2)[C:18]([CH2:17][O:16][C:13]([CH3:14])=[O:15])=[O:19]. Starting materials: C(C1=CC=CC=C1)OC1=C(C=CC=C1)C1(CC1)NC=1C(N(C=C(N1)Br)C=1C=C(C(=O)OC)C=CC1C)=O (Methyl 3-(3-(1-(2-(benzyloxy)phenyl)cyclopropylamino)-5-bromo-2-oxopyrazin-1(2H)-yl)-4-methylbenzoate), C(=O)[O-].[NH4+] (ammonium formate), ClCCl (Dichloromethane), O (water). The reagents and catalysts are [Pd] (Pd/C). The solvent is C(C)O (ethanol). Reaction conditions: temperature 75 celsius. The product is OC1=C(C=CC=C1)C1(CC1)NC=1C(N(C=CN1)C=1C=C(C(=O)OC)C=CC1C)=O (Methyl 3-(3-(1-(2-hydroxyphenyl)cyclopropylamino)-2-oxopyrazin-1(2H)-yl)-4-methylbenzoate), foam. As a reaction SMILES: C([O:8][C:9]1[CH:14]=[CH:13][CH:12]=[CH:11][C:10]=1[C:15]1([NH:18][C:19]2[C:20](=[O:37])[N:21]([C:26]3[CH:27]=[C:28]([CH:33]=[CH:34][C:35]=3[CH3:36])[C:29]([O:31][CH3:32])=[O:30])[CH:22]=[C:23](Br)[N:24]=2)[CH2:17][CH2:16]1)C1C=CC=CC=1.C([O-])=O.[NH4+].ClCCl.O>C(O)C.[Pd]>[OH:8][C:9]1[CH:14]=[CH:13][CH:12]=[CH:11][C:10]=1[C:15]1([NH:18][C:19]2[C:20](=[O:37])[N:21]([C:26]3[CH:27]=[C:28]([CH:33]=[CH:34][C:35]=3[CH3:36])[C:29]([O:31][CH3:32])=[O:30])[CH:22]=[CH:23][N:24]=2)[CH2:16][CH2:17]1 |f:1.2|. Procedure: To Methyl 3-(3-(1-(2-(benzyloxy)phenyl)cyclopropylamino)-5-bromo-2-oxopyrazin-1(2H)-yl)-4-methylbenzoate (Example 167b, 543 mg) in ethanol (15 mL) was added ammonium formate (855 mg) and 10% Pd/C (103 mg) and the reaction was heated at 75° C. for 1 h. The mixture was filtered through celite and the solids washed with ethanol. The filtrate was collected and the volatiles removed in vacuo to give a pale yellow solid. Dichloromethane and water were added and the organic layer separated. The aqueous... Starting materials: C1(CCCCC1)CC1N(CCCC1)CCC1=C(NC2=CC=C(C=C12)OC)C (3-[2-(2-cyclohexylmethylpiperidino)ethyl]-5-methoxy-2-methylindole), [H-].[Na+] (sodium hydride), [Na] (sodium), BrC1=C(C(=O)Cl)C=CC(=C1)Br (2,4-dibromobenzoyl chloride). Solvent: CN(C)C=O (DMF). Yields the product BrC1=C(C(=O)N2C(=C(C3=CC(=CC=C23)OC)CCN2C(CCCC2)CC2CCCCC2)C)C=CC(=C1)Br (1-(2,4-Dibromobenzoyl)-3-[2-(2-cyclohexylmethylpiperidino)ethyl]-5-methoxy-2-methylindole). Reaction SMILES: [CH:1]1([CH2:7][CH:8]2[CH2:13][CH2:12][CH2:11][CH2:10][N:9]2[CH2:14][CH2:15][C:16]2[C:24]3[C:19](=[CH:20][CH:21]=[C:22]([O:25][CH3:26])[CH:23]=3)[NH:18][C:17]=2[CH3:27])[CH2:6][CH2:5][CH2:4][CH2:3][CH2:2]1.[H-].[Na+].[Na].[Br:31][C:32]1[CH:40]=[C:39]([Br:41])[CH:38]=[CH:37][C:33]=1[C:34](Cl)=[O:35]>CN(C=O)C>[Br:31][C:32]1[CH:40]=[C:39]([Br:41])[CH:38]=[CH:37][C:33]=1[C:34]([N:18]1[C:19]2[C:24](=[CH:23][C:22]([O:25][CH3:26])=[CH:21][CH:20]=2)[C:16]([CH2:15][CH2:14][N:9]2[CH2:10][CH2:11][CH2:12][CH2:13][CH:8]2[CH2:7][CH:1]2[CH2:6][CH2:5][CH2:4][CH2:3][CH2:2]2)=[C:17]1[CH3:27])=[O:35] |f:1.2,^1:29|. Procedure details: 1-(2,4-Dibromobenzoyl)-3-[2-(2-cyclohexylmethylpiperidino)ethyl]-5-methoxy-2-methylindole is prepared by reaction of 3-[2-(2-cyclohexylmethylpiperidino)ethyl]-5-methoxy-2-methylindole with sodium hydride in DMF and reaction of the resulting sodium salt with 2,4-dibromobenzoyl chloride following the procedure described above in Example 1. Reactants: C=C(C)OC, CS(=O)(=O)O, ClCCl, CCCC(=O)NC1c2ccccc2CC1O. Yields the product CCCC(=O)N1C2c3ccccc3CC2OC1(C)C. As a reaction SMILES: [CH3:17][O:18][C:19](=[CH2:20])[CH3:21].[CH3:22][S:23](=[O:24])(=[O:25])[OH:26].[Cl:27][CH2:28][Cl:29].[OH:1][CH:2]1[CH:3]([NH:11][C:12]([CH2:13][CH2:14][CH3:15])=[O:16])[c:4]2[cH:5][cH:6][cH:7][cH:8][c:9]2[CH2:10]1>>[O:1]1[CH:2]2[CH:3]([c:4]3[cH:5][cH:6][cH:7][cH:8][c:9]3[CH2:10]2)[N:11]([C:12]([CH2:13][CH2:14][CH3:15])=[O:16])[C:19]1([CH3:20])[CH3:21]. Starting materials: Cl (HCl), O1CCN(CC1)C=1C2=C(N=C(N1)C=1C=NC(=NC1)N)C=C(S2)CN2CCNCC2 (5-(4-morpholino-6-((piperazin-1-yl)methyl)thieno[3,2-d]pyrimidin-2-yl)pyrimidin-2-amine), C(=O)(OC(C)(C)C)NCC(=O)O (Boc-glycine). Yields the product NCC(=O)N1CCN(CC1)CC1=CC=2N=C(N=C(C2S1)N1CCOCC1)C=1C=NC(=NC1)N (2-amino-1-(4-((2-(2-aminopyrimidin-5-yl)-4-morpholinothieno[3,2-d]pyrimidin-6-yl)methyl)piperazin-1-yl)ethanone). RXN SMILES: Cl.[O:2]1[CH2:7][CH2:6][N:5]([C:8]2[C:9]3[S:23][C:22]([CH2:24][N:25]4[CH2:30][CH2:29][NH:28][CH2:27][CH2:26]4)=[CH:21][C:10]=3[N:11]=[C:12]([C:14]3[CH:15]=[N:16][C:17]([NH2:20])=[N:18][CH:19]=3)[N:13]=2)[CH2:4][CH2:3]1.C([NH:38][CH2:39][C:40](O)=[O:41])(OC(C)(C)C)=O>>[NH2:38][CH2:39][C:40]([N:28]1[CH2:27][CH2:26][N:25]([CH2:24][C:22]2[S:23][C:9]3[C:8]([N:5]4[CH2:4][CH2:3][O:2][CH2:7][CH2:6]4)=[N:13][C:12]([C:14]4[CH:19]=[N:18][C:17]([NH2:20])=[N:16][CH:15]=4)=[N:11][C:10]=3[CH:21]=2)[CH2:30][CH2:29]1)=[O:41]. Procedure details: The HCl salt of 5-(4-morpholino-6-((piperazin-1-yl)methyl)thieno[3,2-d]pyrimidin-2-yl)pyrimidin-2-amine (100 mg) was reacted with Boc-glycine via General Procedure B followed by Boc removal with TFA to generate 44 mg of 106 after purification. MS (Q1) 470.2 (M)+. The reactants are C(C1=CC=CC=C1)[C@@H](C(=O)OCC1=CC=CC=C1)CC(=O)CCl (Benzyl (2R)-2-Benzyl-3-chloromethylcarbonylpropionate), C(=S)N (thioformamide), CN1CCOCC1 (N-methylmorpholine). Yield: 75.9%. The solvent is CCOCC (ether), CC(=O)C (acetone). RXN SMILES: [CH2:1]([C@H:8]([CH2:19][C:20]([CH2:22]Cl)=O)[C:9]([O:11][CH2:12][C:13]1[CH:18]=[CH:17][CH:16]=[CH:15][CH:14]=1)=[O:10])[C:2]1[CH:7]=[CH:6][CH:5]=[CH:4][CH:3]=1.[CH:24]([NH2:26])=[S:25].CN1CCOCC1>CC(C)=O.CCOCC>[CH2:1]([C@H:8]([CH2:19][C:20]1[N:26]=[CH:24][S:25][CH:22]=1)[C:9]([O:11][CH2:12][C:13]1[CH:18]=[CH:17][CH:16]=[CH:15][CH:14]=1)=[O:10])[C:2]1[CH:7]=[CH:6][CH:5]=[CH:4][CH:3]=1. Reported procedure: The resultant compound from Example 34 (476.8 mg, 1.44 mmol) and thioformamide (176 mg, 2.88 mmol) in acetone (6 ml) were stirred at room temperature for 108 h. N-methylmorpholine (0.16 ml, 1.40 mmol) was added and after 20 min the mixture was diluted with ether, filtered, evaporated, and chromatographed on silica gel with 20% ethyl acetate in hexane to afford 369 mg (76%) of an oil. 1H NMR (CDCl3) δ8.70 (d,1H), 7.05-7.35 (m,10H), 6.90 (d,1H), 5.00 (d,1H), 4.95 (d,1H), 3.28-3.35 (m,1H), 3.19 (dd... Yields the product C(C1=CC=CC=C1)[C@@H](C(=O)OCC1=CC=CC=C1)CC=1N=CSC1 (Benzyl (2R)-2-Benzyl-3-thiazol-4-ylpropionate). The reactants are OC1=C(C=O)C=CC(=C1)O (2,4-dihydroxybenzaldehyde), C([O-])([O-])=O.[K+].[K+] (potassium carbonate), BrCCCCCCCCCCCCCCCCCCCCCC (1-bromodocosane). Run in CN(C=O)C (N,N-dimethylformamide). Conditions: temperature 70 celsius, time 8 hour. The product is C(CCCCCCCCCCCCCCCCCCCCC)OC1=C(C=O)C=CC(=C1)OCCCCCCCCCCCCCCCCCCCCCC (2,4-bis(docosyloxy)benzaldehyde). Isolated yield 99.5%. RXN SMILES: [OH:1][C:2]1[CH:9]=[C:8](O)[CH:7]=[CH:6][C:3]=1[CH:4]=[O:5].[C:11](=[O:14])([O-])[O-].[K+].[K+].Br[CH2:18][CH2:19][CH2:20][CH2:21][CH2:22][CH2:23][CH2:24][CH2:25][CH2:26][CH2:27][CH2:28][CH2:29][CH2:30][CH2:31][CH2:32][CH2:33][CH2:34][CH2:35][CH2:36][CH2:37][CH2:38][CH3:39]>CN(C)C=O>[CH2:18]([O:1][C:2]1[CH:9]=[C:8]([O:14][CH2:11][CH2:38][CH2:37][CH2:36][CH2:35][CH2:34][CH2:33][CH2:32][CH2:31][CH2:30][CH2:29][CH2:28][CH2:27][CH2:26][CH2:25][CH2:24][CH2:23][CH2:22][CH2:21][CH2:20][CH2:19][CH3:18])[CH:7]=[CH:6][C:3]=1[CH:4]=[O:5])[CH2:19][CH2:20][CH2:21][CH2:22][CH2:23][CH2:24][CH2:25][CH2:26][CH2:27][CH2:28][CH2:29][CH2:30][CH2:31][CH2:32][CH2:33][CH2:34][CH2:35][CH2:36][CH2:37][CH2:38][CH3:39] |f:1.2.3|. Reported procedure: Under an argon atmosphere, 2,4-dihydroxybenzaldehyde (3.00 g, 21.7 mmol), potassium carbonate (30.0 g, 217 mmol) and 1-bromodocosane (17.3 g, 44.5 mmol) were added to dehydrating N,N-dimethylformamide (150 mL), and the mixture was stirred at 70° C. overnight. After completion of the reaction, the reaction mixture was poured into purified water (1 L), the mixture was stirred for 1 hr, and the precipitated solid was collected by filtration. The obtained solid was slurry-washed in methanol and filt... Reactants: O=C([O-])[O-], O=C1Nc2cnc(Cl)nc2N(C2CCCC2)CC1(F)F, O=S(=O)(OCC(F)(F)F)C(F)(F)F, [K+], [K+], C1CCOC1, O. Product: O=C1N(CC(F)(F)F)c2cnc(Cl)nc2N(C2CCCC2)CC1(F)F. RXN SMILES: [C:21](=[O:22])([O-:23])[O-:24].[Cl:1][c:2]1[n:3][cH:4][c:5]2[c:6]([n:20]1)[N:7]([CH:15]1[CH2:16][CH2:17][CH2:18][CH2:19]1)[CH2:8][C:9]([F:13])([F:14])[C:10](=[O:12])[NH:11]2.[F:32][C:33]([CH2:34][O:35][S:36]([C:37]([F:38])([F:39])[F:40])(=[O:41])=[O:42])([F:43])[F:44].[K+:25].[K+:26].[O:27]1[CH2:28][CH2:29][CH2:30][CH2:31]1.[OH2:45]>>[Cl:1][c:2]1[n:3][cH:4][c:5]2[c:6]([n:20]1)[N:7]([CH:15]1[CH2:16][CH2:17][CH2:18][CH2:19]1)[CH2:8][C:9]([F:13])([F:14])[C:10](=[O:12])[N:11]2[CH2:34][C:33]([F:32])([F:43])[F:44]. The reactants are BrC=1C(C(=CN(C1C)C(CC)CC)C(=O)O)=O (5-Bromo-1-(1-ethyl-propyl)-6-methyl-4-oxo-1,4-dihydro-pyridine-3-carboxylic acid), Cl.CS(=O)(=O)C1=CC=C(CN)C=C1 (4-methylsulfonylbenzylamine hydrochloride), CS(=O)(=O)C=1C=CC(=NC1)CN (C-(5-methanesulfonyl-pyridin-2-yl)-methylamine), BrC=1C(C(=CN(C1C)C(C)C)C(=O)O)=O (5-Bromo-1-isopropyl-6-methyl-4-oxo-1,4-dihydro-pyridine-3-carboxylic acid), BrBr (bromine). Yields the product CS(=O)(=O)C=1C=CC(=NC1)CNC(=O)C1=CN(C(=C(C1=O)Br)C)C(CC)CC (5-Bromo-1-(1-ethyl-propyl)-6-methyl-4-oxo-1,4-dihydro-pyridine-3-carboxylic acid (5-methanesulfonyl-pyridin-2-ylmethyl)-amide). Reaction SMILES: BrC1C(=O)C(C(O)=O)=CN(C(C)C)C=1C.[Br:16][C:17]1[C:18](=[O:32])[C:19]([C:29]([OH:31])=O)=[CH:20][N:21]([CH:24]([CH2:27][CH3:28])[CH2:25][CH3:26])[C:22]=1[CH3:23].Cl.CS(C1C=CC(CN)=CC=1)(=O)=O.[CH3:46][S:47]([C:50]1[CH:51]=[CH:52][C:53]([CH2:56][NH2:57])=[N:54][CH:55]=1)(=[O:49])=[O:48].BrBr>>[CH3:46][S:47]([C:50]1[CH:51]=[CH:52][C:53]([CH2:56][NH:57][C:29]([C:19]2[C:18](=[O:32])[C:17]([Br:16])=[C:22]([CH3:23])[N:21]([CH:24]([CH2:25][CH3:26])[CH2:27][CH3:28])[CH:20]=2)=[O:31])=[N:54][CH:55]=1)(=[O:49])=[O:48] |f:2.3|. Procedure: Preparation 23 is prepared following the procedure for preparation 5, substituting preparation 3c with preparation 15b and 4-methylsulfonylbenzylamine hydrochloride with C-(5-methanesulfonyl-pyridin-2-yl)-methylamine. ESI mass spectrum: [M+H]+=470 (bromine isotope pattern); Retention time HPLC: 0.91 min (Z018_S04).